This data is from the Open Reaction Database (ORD), a public repository of structured organic reaction records. The task is: describe an organic reaction: reactants, conditions, products, and yield Reactants: COC1=CC=C(N)C=C1 (4-methoxyaniline), [N+](=O)([O-])C1=C(C(=O)Cl)C=CC(=C1)[N+](=O)[O-] (2,4-dinitrobenzoyl chloride). The product is COC1=CC=C(C=C1)NC(C1=C(C=C(C=C1)[N+](=O)[O-])[N+](=O)[O-])=O (N-(4-Methoxyphenyl)-2,4-dinitrobenzamide). Isolated yield 74.1%. Reaction SMILES: [CH3:1][O:2][C:3]1[CH:9]=[CH:8][C:6]([NH2:7])=[CH:5][CH:4]=1.[N+:10]([C:13]1[CH:21]=[C:20]([N+:22]([O-:24])=[O:23])[CH:19]=[CH:18][C:14]=1[C:15](Cl)=[O:16])([O-:12])=[O:11]>>[CH3:1][O:2][C:3]1[CH:9]=[CH:8][C:6]([NH:7][C:15](=[O:16])[C:14]2[CH:18]=[CH:19][C:20]([N+:22]([O-:24])=[O:23])=[CH:21][C:13]=2[N+:10]([O-:12])=[O:11])=[CH:5][CH:4]=1. Procedure: Using the procedure described in Example 93, Part A, 4-methoxyaniline (43.76 mmol) and 2,4-dinitrobenzoyl chloride (48.14 mmol) yielded 10.29 g (74%) of the title compound. Starting materials: C(C1=CC=CC=C1)OC1=C(C(=O)NC2=C(C(=O)OC(C)(C)C)C=CC(=C2)C2=CC=CC=C2)C=C(C=C1)N(CCN1CCCC1)C (tert-butyl 2-(2-(benzyloxy)-5-(methyl(2-(pyrrolidin-1-yl)ethyl)amino)benzamido)-4-phenylbenzoate), C(Cl)(Cl)Cl (Chloroform). Reagents/catalysts: [C].[Pd] (palladium-carbon). The solvent is CO (methanol), C(C)(=O)OCC (ethyl acetate). Run at time 2 hour. The product is OC1=C(C(=O)NC2=C(C(=O)OC(C)(C)C)C=CC(=C2)C2=CC=CC=C2)C=C(C=C1)N(CCN1CCCC1)C (tert-butyl 2-(2-hydroxy-5-(methyl(2-(pyrrolidin-1-yl)ethyl)amino)benzamido)-4-phenylbenzoate). Yield: 58.1%. As a reaction SMILES: C([O:8][C:9]1[CH:36]=[CH:35][C:34]([N:37]([CH3:45])[CH2:38][CH2:39][N:40]2[CH2:44][CH2:43][CH2:42][CH2:41]2)=[CH:33][C:10]=1[C:11]([NH:13][C:14]1[CH:26]=[C:25]([C:27]2[CH:32]=[CH:31][CH:30]=[CH:29][CH:28]=2)[CH:24]=[CH:23][C:15]=1[C:16]([O:18][C:19]([CH3:22])([CH3:21])[CH3:20])=[O:17])=[O:12])C1C=CC=CC=1.C(Cl)(Cl)Cl>CO.C(OCC)(=O)C.[C].[Pd]>[OH:8][C:9]1[CH:36]=[CH:35][C:34]([N:37]([CH3:45])[CH2:38][CH2:39][N:40]2[CH2:41][CH2:42][CH2:43][CH2:44]2)=[CH:33][C:10]=1[C:11]([NH:13][C:14]1[CH:26]=[C:25]([C:27]2[CH:32]=[CH:31][CH:30]=[CH:29][CH:28]=2)[CH:24]=[CH:23][C:15]=1[C:16]([O:18][C:19]([CH3:22])([CH3:21])[CH3:20])=[O:17])=[O:12] |f:4.5|. Procedure: To a solution mixture of the obtained tert-butyl 2-(2-(benzyloxy)-5-(methyl(2-(pyrrolidin-1-yl)ethyl)amino)benzamido)-4-phenylbenzoate (0.097 g) in methanol (1.5 mL) and ethyl acetate (1.5 mL), 10% palladium-carbon (0.097 g) was added, followed by stirring under a hydrogen atmosphere at room temperature for 2 hours. Chloroform was added to the reaction mixture, and the insoluble substance was removed by filtration. The solvent was evaporated under reduced pressure. The obtained residue was purif... Starting materials: C1CCOC1, CC1=C(c2ccccn2)CCC1=O. The product is CC1=C(c2ccccn2)CCC1O. RXN SMILES: [CH2:14]1[O:15][CH2:16][CH2:17][CH2:18]1.[CH3:1][C:2]1=[C:6]([c:7]2[n:8][cH:9][cH:10][cH:11][cH:12]2)[CH2:5][CH2:4][C:3]1=[O:13]>>[CH3:1][C:2]1=[C:6]([c:7]2[n:8][cH:9][cH:10][cH:11][cH:12]2)[CH2:5][CH2:4][CH:3]1[OH:13]. The reactants are [Si](Cl)(Cl)(Cl)Cl (SiCl4), OS(=O)(=O)C(F)(F)F (triflic acid). Run in C(Cl)Cl (CH2Cl2). Yields the product [O-]S(=O)(=O)C(F)(F)F.[Si+4].[O-]S(=O)(=O)C(F)(F)F.[O-]S(=O)(=O)C(F)(F)F.[O-]S(=O)(=O)C(F)(F)F (Silicon Triflate). Reaction SMILES: [Si:1](Cl)(Cl)(Cl)Cl.[OH:6][S:7]([C:10]([F:13])([F:12])[F:11])(=[O:9])=[O:8]>C(Cl)Cl>[O-:9][S:7]([C:10]([F:13])([F:12])[F:11])(=[O:8])=[O:6].[Si+4:1].[O-:9][S:7]([C:10]([F:13])([F:12])[F:11])(=[O:8])=[O:6].[O-:9][S:7]([C:10]([F:13])([F:12])[F:11])(=[O:8])=[O:6].[O-:9][S:7]([C:10]([F:13])([F:12])[F:11])(=[O:8])=[O:6] |f:3.4.5.6.7|. Procedure: SiCl4 (3 g, 17.6 mmol) was dissolved in CH2Cl2 (75 mL) and triflic acid (10.6 g, 70.7 mmol) was added dropwise. The mixture was stirred at room temperature over the weekend. The solvent was removed and 4.8 g of brown liquid was collected. 19F NMR (DMSO-d6): δ-76.4 (intense), small broad peaks at -77.8 and -77.95.